describe an organic reaction: reactants, conditions, products, and yield From a dataset of the Open Reaction Database (ORD), a public repository of structured organic reaction records. The reactants are CSC=1C2=C(N=CN1)C=NN2 (7-(methylthio)-1H-pyrazolo[4,3-d]pyrimidine), C(C1=CC=CC=C1)(=O)OCCI (2-iodoethyl benzoate), C([O-])([O-])=O.[K+].[K+] (potassium carbonate), O (water). The solvent is CN(C=O)C (N,N-dimethylformamide), C(C)(=O)OCC (ethyl acetate). Conditions: temperature 60 celsius, time 1 hour. Yields the product C(C1=CC=CC=C1)(=O)OCCN1N=CC=2N=CN=C(C21)SC (2-[7-(methylthio)-1H-pyrazolo[4,3-d]pyrimidin-1-yl]ethyl benzoate), C(C1=CC=CC=C1)(=O)OCCN1N=C2C(N=CN=C2SC)=C1 (2-[7-(methylthio)-2H-pyrazolo[4,3-d]pyrimidin-2-yl]ethyl benzoate). As a reaction SMILES: [CH3:1][S:2][C:3]1[C:4]2[NH:11][N:10]=[CH:9][C:5]=2[N:6]=[CH:7][N:8]=1.[C:12]([O:20][CH2:21][CH2:22]I)(=[O:19])[C:13]1[CH:18]=[CH:17][CH:16]=[CH:15][CH:14]=1.C(=O)([O-])[O-].[K+].[K+].O>CN(C)C=O.C(OCC)(=O)C>[C:12]([O:20][CH2:21][CH2:22][N:11]1[C:4]2[C:3]([S:2][CH3:1])=[N:8][CH:7]=[N:6][C:5]=2[CH:9]=[N:10]1)(=[O:19])[C:13]1[CH:18]=[CH:17][CH:16]=[CH:15][CH:14]=1.[C:12]([O:20][CH2:21][CH2:22][N:10]1[CH:9]=[C:5]2[N:6]=[CH:7][N:8]=[C:3]([S:2][CH3:1])[C:4]2=[N:11]1)(=[O:19])[C:13]1[CH:18]=[CH:17][CH:16]=[CH:15][CH:14]=1 |f:2.3.4|. Reported procedure: To a solution of 7-(methylthio)-1H-pyrazolo[4,3-d]pyrimidine (300 mg) and 2-iodoethyl benzoate (548 mg) in N,N-dimethylformamide (10 mL) was added potassium carbonate (374 mg), and the mixture was stirred at 60° C. for 1 hr. After the completion of the reaction, water was added to the reaction mixture. The mixture was diluted with ethyl acetate and washed with water and saturated brine. The organic layer was dried over anhydrous magnesium sulfate, filtered and concentrated under reduced pressure...